Dataset: the Open Reaction Database (ORD), a public repository of structured organic reaction records. Task: describe an organic reaction: reactants, conditions, products, and yield Reactants: NN1C(C2=CC=CC=C2C(=N1)C1=CC=C(C=C1)Cl)=O (2-amino-4-(4-chlorophenyl)phthalazin-1(2H)-one), CC1([C@H]2CC[C@H]([C@@H]1C2)CC(=O)O)C (2-[(1S,2S,5S)-6,6-dimethylbicyclo[3.1.1]hept-2-yl]acetic acid). Product: ClC1=CC=C(C=C1)C1=NN(C(C2=CC=CC=C12)=O)NC(C[C@H]1[C@H]2C([C@@H](CC1)C2)(C)C)=O (N-[4-(4-chlorophenyl)-1-oxophthalazin-2(1H)-yl]-2-[(1S,2S,5S)-6,6-dimethylbicyclo[3.1.1]hept-2-yl]acetamide). As a reaction SMILES: [NH2:1][N:2]1[N:11]=[C:10]([C:12]2[CH:17]=[CH:16][C:15]([Cl:18])=[CH:14][CH:13]=2)[C:9]2[C:4](=[CH:5][CH:6]=[CH:7][CH:8]=2)[C:3]1=[O:19].[CH3:20][C:21]1([CH3:32])[C@H:26]2[CH2:27][C@@H:22]1[CH2:23][CH2:24][C@H:25]2[CH2:28][C:29](O)=[O:30]>>[Cl:18][C:15]1[CH:16]=[CH:17][C:12]([C:10]2[C:9]3[C:4](=[CH:5][CH:6]=[CH:7][CH:8]=3)[C:3](=[O:19])[N:2]([NH:1][C:29](=[O:30])[CH2:28][C@@H:25]3[CH2:24][CH2:23][C@H:22]4[CH2:27][C@@H:26]3[C:21]4([CH3:20])[CH3:32])[N:11]=2)=[CH:13][CH:14]=1. Procedure: The product of Example 86A and 2-[(1S,2S,5S)-6,6-dimethylbicyclo[3.1.1]hept-2-yl]acetic acid (Eigenmann, G. W.; Arnold, R. T. JACS 1959, 81, 3440-2) were processed using a method similar to that described in Example 17C to afford the title compound. 1H NMR (400 MHz, DMSO-d6) δ ppm 11.38-11.39 (bs, 1H), 8.39-8.42 (m, 1H), 7.90-8.03 (m, 2H), 7.70-7.75 (m, 1H), 7.61-7.67 (m, 4H), 2.20-2.43 (m, 3H), 1.73-2.06 (m, 6H), 1.36-1.69 (m, 1H), 1.20 (s, 3H), 1.07 (s, 3H), 0.91 (d, J=9.5 Hz, 1H); MS (ESI+) m... Product: ClC1=NC(=CC(=N1)OC1=CC(=C(C=C1C)N=CN(C)CC)C)C (N′-{4-[(2-chloro-6-methylpyrimidin-4-yl)oxy]-2,5-dimethylphenyl}-N-ethyl-N-methylimido-formamide). RXN SMILES: [Cl:1][C:2]1[N:7]=[C:6]([O:8][C:9]2[C:15]([CH3:16])=[CH:14][C:12]([NH2:13])=[C:11]([CH3:17])[CH:10]=2)[CH:5]=[C:4]([CH3:18])[N:3]=1.C(#N)C.CO[CH:24](OC)[N:25]([CH3:28])[CH2:26][CH3:27]>>[Cl:1][C:2]1[N:7]=[C:6]([O:8][C:9]2[C:15]([CH3:16])=[CH:14][C:12]([N:13]=[CH:24][N:25]([CH2:26][CH3:27])[CH3:28])=[C:11]([CH3:17])[CH:10]=2)[CH:5]=[C:4]([CH3:18])[N:3]=1. Starting materials: ClC1=NC(=CC(=N1)OC1=CC(=C(N)C=C1C)C)C (4-[(2-chloro-6-methylpyrimidin-4-yl)oxy]-2,5-dimethyl-aniline), C(C)#N (acetonitrile), COC(N(CC)C)OC (N-(dimethoxymethyl)-N-methylethanamine). Procedure: To a mixture of 310 mg (0.8 mmol) of 4-[(2-chloro-6-methylpyrimidin-4-yl)oxy]-2,5-dimethyl-aniline in 20 ml acetonitrile 208 mg (1.5 mmol) of N-(dimethoxymethyl)-N-methylethanamine (77% pure) was added. The reaction mixture was refluxed for 20 hrs. The reaction mixture was concentrated in vacuo, diluted with ethyl acetate and washed with water. The organic layer was dried over magnesium sulfate and concentrated in vacuo yielded 220 mg (59%) with a purity of 72% log P (pH=2.3)=1.45. The reactants are C(C)N(CCCOC1=C(C=C2C(=CC=NC2=C1)SC=1SC(=CC1)[N+](=O)[O-])OC)CC (N,N-Diethyl-N-[3-({6-methoxy-4-[(5-nitro-2-thienyl)sulfanyl]-7-quinolyl}oxy)propyl]amine), [Cl-].[NH4+] (ammonium chloride), C(C)O (ethanol). The reagents and catalysts are [Fe] (iron). Solvent: O (water). Yields the product C(C)N(CCCOC1=C(C=C2C(=CC=NC2=C1)SC1=CC=C(S1)N)OC)CC (5-({7-[3-(Diethylamino)propoxy]-6-methoxy-4-quinolyl}sulfanyl)-2-thiopheneamine). Yield: 38.8%. RXN SMILES: [CH2:1]([N:3]([CH2:29][CH3:30])[CH2:4][CH2:5][CH2:6][O:7][C:8]1[CH:17]=[C:16]2[C:11]([C:12]([S:18][C:19]3[S:20][C:21]([N+:24]([O-])=O)=[CH:22][CH:23]=3)=[CH:13][CH:14]=[N:15]2)=[CH:10][C:9]=1[O:27][CH3:28])[CH3:2].[Cl-].[NH4+].C(O)C>[Fe].O>[CH2:29]([N:3]([CH2:1][CH3:2])[CH2:4][CH2:5][CH2:6][O:7][C:8]1[CH:17]=[C:16]2[C:11]([C:12]([S:18][C:19]3[S:20][C:21]([NH2:24])=[CH:22][CH:23]=3)=[CH:13][CH:14]=[N:15]2)=[CH:10][C:9]=1[O:27][CH3:28])[CH3:30] |f:1.2|. Procedure details: N,N-Diethyl-N-[3-({6-methoxy-4-[(5-nitro-2-thienyl)sulfanyl]-7-quinolyl}oxy)propyl]amine (525 mg), iron powder (330 mg), ammonium chloride (660 mg), ethanol (20 ml) and water (5 ml) were stirred together at 80° C. for 80 minutes. After filtration with celite, NH type silica gel was added to the filtrate, the solvent was distilled off under reduced pressure and the reaction product was adsorbed onto the silica gel. The silica gel was charged into a dry column packed with NH type silica gel, and c... Reactants: Cl.COC1=CC=C(CS[C@H]2C[C@H](N(C2)C(=O)OCC2=CC=C(C=C2)[N+](=O)[O-])C(=O)N2C[C@@H](NCC2)C)C=C1 ((2S,4S)-4-(4-methoxybenzylthio)-2-[(3S)-3-methylpiperazin-1-ylcarbonyl]-1-(4-nitrobenzyloxycarbonyl)pyrrolidine hydrochloride), [N+](=O)([O-])C1=CC=C(COC(=O)NC(C)=N)C=C1 (N-(4-nitrobenzyloxycarbonyl)acetamidine). The solvent is C(C)#N (acetonitrile). Yields the product COC1=CC=C(CS[C@H]2C[C@H](N(C2)C(=O)OCC2=CC=C(C=C2)[N+](=O)[O-])C(=O)N2C[C@@H](N(CC2)C(C)=NC(=O)OCC2=CC=C(C=C2)[N+](=O)[O-])C)C=C1 ((2S,4S)-4-(4-Methoxybenzylthio)-2-[(3S)-4-(N-4-nitrobenzyloxycarbonylacetimidoyl)-3-methylpiperazin-1-ylcarbonyl]-1-(4-nitrobenzyloxycarbonyl)pyrrolidine). Yield: 30.8%. As a reaction SMILES: Cl.[CH3:2][O:3][C:4]1[CH:38]=[CH:37][C:7]([CH2:8][S:9][C@@H:10]2[CH2:14][N:13]([C:15]([O:17][CH2:18][C:19]3[CH:24]=[CH:23][C:22]([N+:25]([O-:27])=[O:26])=[CH:21][CH:20]=3)=[O:16])[C@H:12]([C:28]([N:30]3[CH2:35][CH2:34][NH:33][C@@H:32]([CH3:36])[CH2:31]3)=[O:29])[CH2:11]2)=[CH:6][CH:5]=1.[N+:39]([C:42]1[CH:55]=[CH:54][C:45]([CH2:46][O:47][C:48]([NH:50][C:51](=N)[CH3:52])=[O:49])=[CH:44][CH:43]=1)([O-:41])=[O:40]>C(#N)C>[CH3:2][O:3][C:4]1[CH:5]=[CH:6][C:7]([CH2:8][S:9][C@@H:10]2[CH2:14][N:13]([C:15]([O:17][CH2:18][C:19]3[CH:20]=[CH:21][C:22]([N+:25]([O-:27])=[O:26])=[CH:23][CH:24]=3)=[O:16])[C@H:12]([C:28]([N:30]3[CH2:35][CH2:34][N:33]([C:51](=[N:50][C:48]([O:47][CH2:46][C:45]4[CH:54]=[CH:55][C:42]([N+:39]([O-:41])=[O:40])=[CH:43][CH:44]=4)=[O:49])[CH3:52])[C@@H:32]([CH3:36])[CH2:31]3)=[O:29])[CH2:11]2)=[CH:37][CH:38]=1 |f:0.1|. Reported procedure: 2.26 g of (2S,4S)-4-(4-methoxybenzylthio)-2-[(3S)-3-methylpiperazin-1-ylcarbonyl]-1-(4-nitrobenzyloxycarbonyl)pyrrolidine hydrochloride [prepared as described in step (i) above] were mixed with 1.14 g of N-(4-nitrobenzyloxycarbonyl)acetamidine and 45 ml of acetonitrile, and the mixture was heated under reflux for 16 hours. At the end of this time, the reaction mixture was worked up and purified by the same procedure as described in Preparation 1(ii), to give 922 mg of the title compound, as a po...